This data is from the Open Reaction Database (ORD), a public repository of structured organic reaction records. The task is: describe an organic reaction: reactants, conditions, products, and yield The reactants are N(=NC(=O)OCC)C(=O)OCC (Diethyl azodicarboxylate), C1(=CC=CC=C1)P(C1=CC=CC=C1)C1=CC=CC=C1 (triphenylphosphine), CC1(OCCO1)COC1=CC=C(C=C1)O (4-[(2-methyl-1,3-dioxolan-2-yl)methoxy]phenol), O(C1=CC=CC=C1)CC1CN(C(O1)=O)CCO (5-phenoxymethyl-3-(2-hydroxyethyl)-oxazolidin-2-one). The solvent is O1CCCC1 (tetrahydrofuran). Conditions: time 64 hour. The product is CC1(OCCO1)COC1=CC=C(OCCN2C(OC(C2)COC2=CC=CC=C2)=O)C=C1 (3-[2-(4-(2-methyl-1,3-dioxolan-2-ylmethoxy)phenoxy)ethyl]-5-(phenoxymethyl)oxazolidin-2-one). The yield is 62.9%. RXN SMILES: N(C(OCC)=O)=NC(OCC)=O.[CH3:13][C:14]1([CH2:19][O:20][C:21]2[CH:26]=[CH:25][C:24]([OH:27])=[CH:23][CH:22]=2)[O:18][CH2:17][CH2:16][O:15]1.[O:28]([CH2:35][CH:36]1[O:40][C:39](=[O:41])[N:38]([CH2:42][CH2:43]O)[CH2:37]1)[C:29]1[CH:34]=[CH:33][CH:32]=[CH:31][CH:30]=1.C1(P(C2C=CC=CC=2)C2C=CC=CC=2)C=CC=CC=1>O1CCCC1>[CH3:13][C:14]1([CH2:19][O:20][C:21]2[CH:26]=[CH:25][C:24]([O:27][CH2:43][CH2:42][N:38]3[CH2:37][CH:36]([CH2:35][O:28][C:29]4[CH:34]=[CH:33][CH:32]=[CH:31][CH:30]=4)[O:40][C:39]3=[O:41])=[CH:23][CH:22]=2)[O:18][CH2:17][CH2:16][O:15]1. Reported procedure: Diethyl azodicarboxylate (1.6 ml) was added dropwise to an ice-bath cooled, stirred, solution of 4-[(2-methyl-1,3-dioxolan-2-yl)methoxy]phenol (2.1 g), 5-phenoxymethyl-3-(2-hydroxyethyl)-oxazolidin-2-one (2.4 g) and triphenylphosphine (2.6 g) in anhydrous tetrahydrofuran (50 ml) under argon. The reaction mixture was left for 64 hours at 22° C. and then the solvent removed under reduced pressure. The residue was dissolved in dichloromethane and the solution seeded with 1,2-dicarbethoxyhydrazine. ... The reactants are OC=1C=C(CO)C=C(C1O)[N+](=O)[O-] (3,4-dihydroxy-5-nitrobenzyl alcohol), FC(C(=O)O)(F)F (trifluoroacetic acid), CCC(C(CCC)=O)=O (3,4-heptanedione). Run at temperature 100 celsius. The product is OC=1C=C(CC(C(CC)=O)C(CC)=O)C=C(C1O)[N+](=O)[O-] (4-(3,4-Dihydroxy-5-nitrobenzyl)-3,5-heptanedione). As a reaction SMILES: [OH:1][C:2]1[CH:3]=[C:4]([CH:7]=[C:8]([N+:11]([O-:13])=[O:12])[C:9]=1[OH:10])[CH2:5]O.FC(F)(F)C(O)=[O:17].[CH3:21][CH2:22][C:23](=[O:29])[C:24](=O)[CH2:25][CH2:26][CH3:27]>>[OH:1][C:2]1[CH:3]=[C:4]([CH:7]=[C:8]([N+:11]([O-:13])=[O:12])[C:9]=1[OH:10])[CH2:5][CH:24]([C:23](=[O:29])[CH2:22][CH3:21])[C:25](=[O:17])[CH2:26][CH3:27]. Reported procedure: A mixture containing 0.2 g of 3,4-dihydroxy-5-nitrobenzyl alcohol and 0.03 ml of trifluoroacetic acid in 2.5 ml of 3,4-heptanedione was heated for 20 h at 100° C. The solvent was evaporated in vacuo and the residue was recrystallized from 2-propanol. Yield 0.3 g, mp 126°-131° C. Starting materials: p-hydroxyphenyl alkanol, COC1=CC=C(C=C1)C(C(=O)O)CC (p-methoxyphenylbutyric acid), Br (hydrogen bromide). Yields the product OC1=CC=C(C=C1)C(C(=O)O)CC (p-hydroxyphenylbutyric acid). Reaction SMILES: C[O:2][C:3]1[CH:8]=[CH:7][C:6]([CH:9]([CH2:13][CH3:14])[C:10]([OH:12])=[O:11])=[CH:5][CH:4]=1.Br>>[OH:2][C:3]1[CH:4]=[CH:5][C:6]([CH:9]([CH2:13][CH3:14])[C:10]([OH:12])=[O:11])=[CH:7][CH:8]=1. Reported procedure: The m- or p-hydroxyphenyl alkanol can also be prepared using conventional techniques. For example, a m- or p-methoxyphenylbutyric acid can be reacted at reflux temperature with hydrogen bromide to form a m- or p-hydroxyphenylbutyric acid. This acid can then be reacted with borane in tetrahydrofuran to form m- or p-hydroxyphenylbutanol. This latter compound is reported in JACS, 84, 788 (1962). The reactants are solvent, C(P(OCC)(OCC)=O)P(OCC)(OCC)=O (tetraethyl methylenediphosphonate), solvent, C-14 aldehyde, ( 3B ), O (water). Run in CCOCC (ether). Reaction conditions: temperature 12.5 celsius. The product is P([O-])([O-])=O.[C+4].[C+4].[C+4].[C+4].[C+4].[C+4].[C+4].[C+4].[C+4].[C+4].[C+4].[C+4].[C+4].[C+4].[C+4].P([O-])([O-])=O.P([O-])([O-])=O.P([O-])([O-])=O.P([O-])([O-])=O.P([O-])([O-])=O.P([O-])([O-])=O.P([O-])([O-])=O.P([O-])([O-])=O.P([O-])([O-])=O.P([O-])([O-])=O.P([O-])([O-])=O.P([O-])([O-])=O.P([O-])([O-])=O.P([O-])([O-])=O.P([O-])([O-])=O.P([O-])([O-])=O.P([O-])([O-])=O.P([O-])([O-])=O.P([O-])([O-])=O.P([O-])([O-])=O.P([O-])([O-])=O.P([O-])([O-])=O.P([O-])([O-])=O.P([O-])([O-])=O.P([O-])([O-])=O.P([O-])([O-])=O.P([O-])([O-])=O.P([O-])([O-])=O.P([O-])([O-])=O (pentadec-carbon phosphonate). As a reaction SMILES: [CH2:1](P(=O)(OCC)OCC)[P:2](=[O:9])([O:6]CC)[O:3]CC.O>CCOCC>[PH:2](=[O:3])([O-:9])[O-:6].[C+4:1].[C+4:1].[C+4:1].[C+4:1].[C+4:1].[C+4:1].[C+4:1].[C+4:1].[C+4:1].[C+4:1].[C+4:1].[C+4:1].[C+4:1].[C+4:1].[C+4:1].[PH:2](=[O:3])([O-:9])[O-:6].[PH:2](=[O:3])([O-:9])[O-:6].[PH:2](=[O:3])([O-:9])[O-:6].[PH:2](=[O:3])([O-:9])[O-:6].[PH:2](=[O:3])([O-:9])[O-:6].[PH:2](=[O:3])([O-:9])[O-:6].[PH:2](=[O:3])([O-:9])[O-:6].[PH:2](=[O:3])([O-:9])[O-:6].[PH:2](=[O:3])([O-:9])[O-:6].[PH:2](=[O:3])([O-:9])[O-:6].[PH:2](=[O:3])([O-:9])[O-:6].[PH:2](=[O:3])([O-:9])[O-:6].[PH:2](=[O:3])([O-:9])[O-:6].[PH:2](=[O:3])([O-:9])[O-:6].[PH:2](=[O:3])([O-:9])[O-:6].[PH:2](=[O:3])([O-:9])[O-:6].[PH:2](=[O:3])([O-:9])[O-:6].[PH:2](=[O:3])([O-:9])[O-:6].[PH:2](=[O:3])([O-:9])[O-:6].[PH:2](=[O:3])([O-:9])[O-:6].[PH:2](=[O:3])([O-:9])[O-:6].[PH:2](=[O:3])([O-:9])[O-:6].[PH:2](=[O:3])([O-:9])[O-:6].[PH:2](=[O:3])([O-:9])[O-:6].[PH:2](=[O:3])([O-:9])[O-:6].[PH:2](=[O:3])([O-:9])[O-:6].[PH:2](=[O:3])([O-:9])[O-:6].[PH:2](=[O:3])([O-:9])[O-:6].[PH:2](=[O:3])([O-:9])[O-:6] |f:3.4.5.6.7.8.9.10.11.12.13.14.15.16.17.18.19.20.21.22.23.24.25.26.27.28.29.30.31.32.33.34.35.36.37.38.39.40.41.42.43.44.45.46.47|. Procedure details: A fixed amount of base and certain solvent (see the table below for the type of base and solvent) are added to a 100 ml three-necked bottle under the protection of nitrogen, 10 ml solvent (the same as the above solvent) with a fixed amount of tetraethyl methylenediphosphonate (see the table below for molar weight) dissolved therein is dropwise added on the condition that magnetic stirring is performed and cold water bath is maintained within a range from 10 to 15° C., gas is discharged, the addi...